Dataset: the Open Reaction Database (ORD), a public repository of structured organic reaction records. Task: describe an organic reaction: reactants, conditions, products, and yield The reactants are solution, O=C1CC(N(C2=C(N1CC(=O)N(C1=CC=C(C=C1)OC)C(C)C)C=CC=C2)C2=CC=CC=C2)=O (2-(2,4-Dioxo-5-phenyl-2,3,4,5-tetrahydro-benzo[b][1,4]diazepin-1-yl)-N-isopropyl-N-(4-methoxy-phenyl) acetamide), Intermediate 4, C(C1=CC=CC=C1)N1N=C(C=C1CBr)C (1-Benzyl-5-bromomethyl-3-methyl-1H-pyrazole), Intermediate 56. The solvent is CN(C)C=O (DMF), CN(C)C=O (DMF), C1(=CC=CC=C1)C (toluene). Conditions: time 5 minute. Product: C(C1=CC=CC=C1)N1N=C(C=C1CC1C(N(C2=C(N(C1=O)CC(=O)N(C1=CC=C(C=C1)OC)C(C)C)C=CC=C2)C2=CC=CC=C2)=O)C (2-[3-(2-Benzyl-5-methyl-2H-pyrazol-3ylmethyl)-2,4-dioxo-5-phenyl-2,3,4,5-tetrahydro-benzo[b][1,4]diazepin-1-yl]-N-isopropyl-N-(4-methoxy-phenyl)-acetamide). Yield: 60.0%. Reaction SMILES: [O:1]=[C:2]1[N:8]([CH2:9][C:10]([N:12]([CH:21]([CH3:23])[CH3:22])[C:13]2[CH:18]=[CH:17][C:16]([O:19][CH3:20])=[CH:15][CH:14]=2)=[O:11])[C:7]2[CH:24]=[CH:25][CH:26]=[CH:27][C:6]=2[N:5]([C:28]2[CH:33]=[CH:32][CH:31]=[CH:30][CH:29]=2)[C:4](=[O:34])[CH2:3]1.[CH2:35]([N:42]1[C:46]([CH2:47]Br)=[CH:45][C:44]([CH3:49])=[N:43]1)[C:36]1[CH:41]=[CH:40][CH:39]=[CH:38][CH:37]=1>CN(C=O)C.C1(C)C=CC=CC=1>[CH2:35]([N:42]1[C:46]([CH2:47][CH:3]2[C:2](=[O:1])[N:8]([CH2:9][C:10]([N:12]([CH:21]([CH3:23])[CH3:22])[C:13]3[CH:18]=[CH:17][C:16]([O:19][CH3:20])=[CH:15][CH:14]=3)=[O:11])[C:7]3[CH:24]=[CH:25][CH:26]=[CH:27][C:6]=3[N:5]([C:28]3[CH:29]=[CH:30][CH:31]=[CH:32][CH:33]=3)[C:4]2=[O:34])=[CH:45][C:44]([CH3:49])=[N:43]1)[C:36]1[CH:37]=[CH:38][CH:39]=[CH:40][CH:41]=1. Reported procedure: To a stirring solution of 300 mg (0.66 mmol) of 2-(2,4-Dioxo-5-phenyl-2,3,4,5-tetrahydro-benzo[b][1,4]diazepin-1-yl)-N-isopropyl-N-(4-methoxy-phenyl) acetamide, prepared as in Intermediate 4, in 5 mL of DMF at 0° C. is added 1.57 mL (0.79 mmol, 1.2 equiv) of a 0.5M solution of KN(TMS)2 in toluene. The resulting solution is stirred 5 min, and a solution of 190 mg (0.72 mmol, 1.1 equiv.) of 1-Benzyl-5-bromomethyl-3-methyl-1H-pyrazole, prepared as in Intermediate 56, in 2 mL of DMF is added. The re...